Dataset: the Open Reaction Database (ORD), a public repository of structured organic reaction records. Task: describe an organic reaction: reactants, conditions, products, and yield Starting materials: C(C)(C)(C)ON=O (t-butylnitrite), F[B-](F)(F)F (tetrafluoroborate), aromatic amines, NC=1C=CC=2CC[C@H]3[C@@H]4CCC[C@@]4(C)CC[C@@H]3C2C1 (2-Amino-1,3,5(10)-estratriene), B(F)(F)F.CCOCC (boron trifluoride etherate), ( g ). Run in C(Cl)Cl (CH2Cl2), CCCCC (Pentane), C(Cl)Cl (CH2Cl2). Reaction conditions: temperature -15 celsius, time 15 minute. Yields the product FC1=CC=2CC[C@H]3[C@@H]4CCC[C@@]4(C)CC[C@@H]3C2C=C1 (3-Fluoro-1,3,5(10)-estratriene). Isolated yield 50.0%. As a reaction SMILES: F[B-](F)(F)F.B(F)(F)[F:7].CCOCC.N[C:16]1[CH:17]=[CH:18][C:19]2[CH2:20][CH2:21][C@@H:22]3[C@@H:31]([C:32]=2[CH:33]=1)[CH2:30][CH2:29][C@@:27]1([CH3:28])[C@H:23]3[CH2:24][CH2:25][CH2:26]1.C(ON=O)(C)(C)C>C(Cl)Cl.CCCCC>[F:7][C:17]1[CH:16]=[CH:33][C:32]2[C@@H:31]3[C@H:22]([C@H:23]4[C@@:27]([CH2:29][CH2:30]3)([CH3:28])[CH2:26][CH2:25][CH2:24]4)[CH2:21][CH2:20][C:19]=2[CH:18]=1 |f:1.2|. Reported procedure: 3-Fluoroestrone was synthesized from 2-aminoestrone by adapting the procedure reported by Doyle and Bryker (J. Org. Chem. 44, 1572-1574, 1979) for the synthesis of arenediaxonium tetrafluoroborate salts from aromatic amines. The procedure is as followed: To neat stirred boron trifluoride etherate (642 μL, 719 mg, 5.07 mmol) at −15° C. under Ar (g) was added a solution of 3-aminoestrone (101) (910 mg, 3.38 mmol) in dry CH2Cl2 (10 mL). After 15 min, a solution of t-butylnitrite (482 μL, 418 mg, 4.... Reactants: FC(S(=O)(=O)OC1=CC=2C(C(CCC2C=C1)NC(=O)OC(C)(C)C)CC1=CC=C(C=C1)Cl)(F)F (7-[(tert-butoxycarbonyl)amino]-8-(4-chlorobenzyl)-5,6,7,8-tetrahydronaphthalen-2-yl trifluoromethanesulfonate), CN(C=O)C (dimethylformamide). Reagents/catalysts: C=1C=CC(=CC1)/C=C/C(=O)/C=C/C2=CC=CC=C2.C=1C=CC(=CC1)/C=C/C(=O)/C=C/C2=CC=CC=C2.C=1C=CC(=CC1)/C=C/C(=O)/C=C/C2=CC=CC=C2.[Pd].[Pd] (Pd2dba3), [C-]#N.[Zn+2].[C-]#N (zinc cyanide), C1=CC=C(C=C1)P([C-]2C=CC=C2)C3=CC=CC=C3.C1=CC=C(C=C1)P([C-]2C=CC=C2)C3=CC=CC=C3.[Fe+2] (DPPF). Reaction conditions: temperature 90 celsius, time 1 hour. Product: ClC1=CC=C(CC2C(CCC3=CC=C(C=C23)C#N)NC(OC(C)(C)C)=O)C=C1 (Tert-butyl [1-(4-chlorobenzyl)-7-cyano-1,2,3,4-tetrahydronaphthalen-2-yl]carbamate). As a reaction SMILES: FC(F)(F)S(O[C:7]1[CH:16]=[CH:15][C:14]2[CH2:13][CH2:12][CH:11]([NH:17][C:18]([O:20][C:21]([CH3:24])([CH3:23])[CH3:22])=[O:19])[CH:10]([CH2:25][C:26]3[CH:31]=[CH:30][C:29]([Cl:32])=[CH:28][CH:27]=3)[C:9]=2[CH:8]=1)(=O)=O.[CH3:35][N:36](C)C=O>C1C=CC(P(C2C=CC=CC=2)[C-]2C=CC=C2)=CC=1.C1C=CC(P(C2C=CC=CC=2)[C-]2C=CC=C2)=CC=1.[Fe+2].C1C=CC(/C=C/C(/C=C/C2C=CC=CC=2)=O)=CC=1.C1C=CC(/C=C/C(/C=C/C2C=CC=CC=2)=O)=CC=1.C1C=CC(/C=C/C(/C=C/C2C=CC=CC=2)=O)=CC=1.[Pd].[Pd].[C-]#N.[Zn+2].[C-]#N>[Cl:32][C:29]1[CH:30]=[CH:31][C:26]([CH2:25][CH:10]2[C:9]3[C:14](=[CH:15][CH:16]=[C:7]([C:35]#[N:36])[CH:8]=3)[CH2:13][CH2:12][CH:11]2[NH:17][C:18](=[O:19])[O:20][C:21]([CH3:23])([CH3:22])[CH3:24])=[CH:27][CH:28]=1 |f:2.3.4,5.6.7.8.9,10.11.12|. Procedure details: DPPF (8.1 mg, 0.015 mmol) and Pd2dba3 (3.35 mg, 0.00365 mmol) were suspended in dimethylformamide (0.4 mL) and after stirring at room temperature under an inert atmosphere of nitrogen for 20 min 7-[(tert-butoxycarbonyl)amino]-8-(4-chlorobenzyl)-5,6,7,8-tetrahydronaphthalen-2-yl trifluoromethanesulfonate (38 mg, 0.073 mmol) and zinc cyanide (12.87 mg, 0.110 mmol) were added. The reaction mixture was stirred at 90° C. for 1 h. The solvent was evaporated in vacuo. Water (10 mL) was added to the cru... Yields the product CS(=O)(=O)O, CC(=O)NCCNc1nc(-c2ccccc2)nc2[nH]c(C(=O)N3CCN(CCCc4ccc(Cl)cc4)CC3)cc12. RXN SMILES: [CH2:48]1[O:49][CH2:50][CH2:51][CH2:52]1.[CH3:41][S:42]([OH:43])(=[O:44])=[O:45].[CH3:46][OH:47].[Cl:1][c:2]1[cH:3][cH:4][c:5]([CH2:8][CH2:9][CH2:10][N:11]2[CH2:12][CH2:13][N:14]([C:17](=[O:18])[c:19]3[cH:20][c:21]4[c:22]([n:23][c:24](-[c:34]5[cH:35][cH:36][cH:37][cH:38][cH:39]5)[n:25][c:26]4[NH:27][CH2:28][CH2:29][NH:30][C:31]([CH3:32])=[O:33])[nH:40]3)[CH2:15][CH2:16]2)[cH:6][cH:7]1>>[CH3:41][S:42](=[O:43])(=[O:44])[OH:45].[Cl:1][c:2]1[cH:3][cH:4][c:5]([CH2:8][CH2:9][CH2:10][N:11]2[CH2:12][CH2:13][N:14]([C:17](=[O:18])[c:19]3[cH:20][c:21]4[c:22]([n:23][c:24](-[c:34]5[cH:35][cH:36][cH:37][cH:38][cH:39]5)[n:25][c:26]4[NH:27][CH2:28][CH2:29][NH:30][C:31]([CH3:32])=[O:33])[nH:40]3)[CH2:15][CH2:16]2)[cH:6][cH:7]1. Starting materials: C1CCOC1, CS(=O)(=O)O, CO, CC(=O)NCCNc1nc(-c2ccccc2)nc2[nH]c(C(=O)N3CCN(CCCc4ccc(Cl)cc4)CC3)cc12. RXN SMILES: [NH2:1][C:2]1[CH:22]=[CH:21][C:20]([F:23])=[CH:19][C:3]=1[NH:4][C:5]1[S:9][C:8]2[CH:10]=[CH:11][CH:12]=[CH:13][C:7]=2[C:6]=1[C:14](OCC)=O.[CH3:24][N:25]1[CH2:30][CH2:29][NH:28][CH2:27][CH2:26]1>C1(OC)C=CC=CC=1.[Ti](Cl)(Cl)(Cl)Cl>[F:23][C:20]1[CH:21]=[CH:22][C:2]2[N:1]=[C:14]([N:28]3[CH2:29][CH2:30][N:25]([CH3:24])[CH2:26][CH2:27]3)[C:6]3[C:7]4[CH:13]=[CH:12][CH:11]=[CH:10][C:8]=4[S:9][C:5]=3[NH:4][C:3]=2[CH:19]=1. Yields the product FC1=CC2=C(N=C(C3=C(N2)SC2=C3C=CC=C2)N2CCN(CC2)C)C=C1 (8-fluoro-12-(4-methylpiperazin-1-yl)-6H-[I]benzothieno[2,3-b][1,5]benzodiazepine). The reactants are NC1=C(NC2=C(C3=C(S2)C=CC=C3)C(=O)OCC)C=C(C=C1)F (Ethyl 2-(2-amino-5-fluoroanilino)benzo[b]thiophene-3-carboxylate), CN1CCNCC1 (1-methylpiperazine), ice water. The solvent is C1(=CC=CC=C1)OC (anisole). The reagents and catalysts are [Ti](Cl)(Cl)(Cl)Cl (titanium tetrachloride). Procedure: Ethyl 2-(2-amino-5-fluoroanilino)benzo[b]thiophene-3-carboxylate (24.5 g) and 1-methylpiperazine (135 ml) were dissolved in anisole (400 ml), and titanium tetrachloride (21 ml) was added dropwise while stirring the mixture at room temperature. After the completion of the dropwise addition, the mixture was stirred at 140° C. for 17 hours. The reaction mixture was cooled to 80° C. and poured into ice water. The resultant precipitate was filtrated and the filtrate was extracted with ethyl acetate, ...